From a dataset of the Open Reaction Database (ORD), a public repository of structured organic reaction records. describe an organic reaction: reactants, conditions, products, and yield Starting materials: CC1(CCCCBr)OCCO1, O=C([O-])[O-], [Cs+], [Cs+], O=[N+]([O-])c1cn[nH]c1, N#N, O. The product is CC1(CCCCn2cc([N+](=O)[O-])cn2)OCCO1. As a reaction SMILES: [Br:17][CH2:18][CH2:19][CH2:20][CH2:21][C:22]1([CH3:27])[O:23][CH2:24][CH2:25][O:26]1.[C:11](=[O:12])([O-:13])[O-:14].[Cs+:15].[Cs+:16].[N+:3](=[O:4])([O-:5])[c:6]1[cH:7][n:8][nH:9][cH:10]1.[N:1]#[N:2].[OH2:28]>>[N+:3](=[O:4])([O-:5])[c:6]1[cH:7][n:8]([CH2:18][CH2:19][CH2:20][CH2:21][C:22]2([CH3:27])[O:23][CH2:24][CH2:25][O:26]2)[n:9][cH:10]1. Reactants: crude mixture, FC1=CC2=C(C(=NO2)C2CCNCC2)C=C1 (6-fluoro-3-(4-piperidinyl)-1,2-benzisoxazole), Cl.ClCCN1CCOCC1 (2-chloroethyl morpholine hydrochloride), K2O3. Run in C(Cl)Cl (DCM), C(C)#N (acetonitrile). Product: FC1=CC2=C(C(=NO2)C2CCN(CC2)CCN2CCOCC2)C=C1 (N-[2-[4-(6-Fluoro-1,2-benzisoxazol-3-yl)-1-piperidinyl]ethyl]morpholine). Reaction SMILES: [F:1][C:2]1[CH:16]=[CH:15][C:5]2[C:6]([CH:9]3[CH2:14][CH2:13][NH:12][CH2:11][CH2:10]3)=[N:7][O:8][C:4]=2[CH:3]=1.Cl.Cl[CH2:19][CH2:20][N:21]1[CH2:26][CH2:25][O:24][CH2:23][CH2:22]1>C(#N)C.C(Cl)Cl>[F:1][C:2]1[CH:16]=[CH:15][C:5]2[C:6]([CH:9]3[CH2:10][CH2:11][N:12]([CH2:19][CH2:20][N:21]4[CH2:26][CH2:25][O:24][CH2:23][CH2:22]4)[CH2:13][CH2:14]3)=[N:7][O:8][C:4]=2[CH:3]=1 |f:1.2|. Reported procedure: A mixture of 6-fluoro-3-(4-piperidinyl)-1,2-benzisoxazole (3.0 g, 13.6 mmol), 2-chloroethyl morpholine hydrochloride (4.46 g, 29.7 mmol) and K2O3 (7.3 g, 2.2 eq) in acetonitrile (60 ml) was heated at reflux for 24 hours. The crude mixture was diluted with DCM and filtered. The solvent was concentrated to an oil (~7.1 g). Purification on a silica gel column (55 g, SiO2, eluted with MeOH:DCM) yielded a solid product weighing 4 g. Recrystallization from hot ethanol yielded 2.1 g (48%), m.p.=131-132... Reactants: ClC1=CC=C(C=C1)C1C2=C(NC(=C1C(=O)OC)C)C(OC2)=O (methyl 1,4,5,7-tetrahydro-4-(4-chlorophenyl)-2-methyl-7-oxo-furo[3,4-b]-pyridine-3-carboxylate). The reagents and catalysts are [O-2].[O-2].[Mn+4] (manganese dioxide). Solvent: C(Cl)Cl (methylene chloride). The product is ClC1=CC=C(C=C1)C1=C2C(=NC(=C1C(=O)OC)C)C(OC2)=O (Methyl 5,7-dihydro-4-(4-chlorophenyl)-2-methyl-7-oxo-furo [3,4-b]-pyridine-3-carboxylate). Reaction SMILES: [Cl:1][C:2]1[CH:7]=[CH:6][C:5]([CH:8]2[C:13]([C:14]([O:16][CH3:17])=[O:15])=[C:12]([CH3:18])[NH:11][C:10]3[C:19](=[O:22])[O:20][CH2:21][C:9]2=3)=[CH:4][CH:3]=1>C(Cl)Cl.[O-2].[O-2].[Mn+4]>[Cl:1][C:2]1[CH:7]=[CH:6][C:5]([C:8]2[C:13]([C:14]([O:16][CH3:17])=[O:15])=[C:12]([CH3:18])[N:11]=[C:10]3[C:19](=[O:22])[O:20][CH2:21][C:9]=23)=[CH:4][CH:3]=1 |f:2.3.4|. Procedure: Corresponding to Example 1, 1.5 g (3.92 mmol) of methyl 1,4,5,7-tetrahydro-4-(4-chlorophenyl)-2-methyl-7-oxo-furo[3,4-b]-pyridine-3-carboxylate in 350 ml of methylene chloride are reacted with 7.5 g of manganese dioxide to give 0.94 g (63% of theory) of the title compound. Reactants: C(#N)C1(CCN(CC1)OC)N(C(CC1=C(C=CC(=C1)C)C)=O)O (N-(4-cyano-1-methoxy-piperidin-4-yl)-2-(2,5-dimethyl-phenyl)-N-hydroxy-acetamide), S(O)(O)(=O)=O (sulfuric acid), C(O)([O-])=O.[Na+] (sodium hydrogen carbonate). Solvent: CO (methanol). Product: COC(=O)C1(CCN(CC1)OC)N(O)C(CC1=C(C=CC(=C1)C)C)=O (4-{[2-(2,5-dimethyl-phenyl)-acetyl]-hydroxy-amino}-1-methoxy-piperidine-4-carboxylic acid methyl ester). Reaction SMILES: [C:1]([C:3]1([N:11]([OH:23])[C:12](=[O:22])[CH2:13][C:14]2[CH:19]=[C:18]([CH3:20])[CH:17]=[CH:16][C:15]=2[CH3:21])[CH2:8][CH2:7][N:6]([O:9][CH3:10])[CH2:5][CH2:4]1)#N.S(=O)(=O)(O)[OH:25].[C:29](=O)([O-])[OH:30].[Na+]>CO>[CH3:29][O:30][C:1]([C:3]1([N:11]([C:12](=[O:22])[CH2:13][C:14]2[CH:19]=[C:18]([CH3:20])[CH:17]=[CH:16][C:15]=2[CH3:21])[OH:23])[CH2:8][CH2:7][N:6]([O:9][CH3:10])[CH2:5][CH2:4]1)=[O:25] |f:2.3|. Procedure: To a solution of N-(4-cyano-1-methoxy-piperidin-4-yl)-2-(2,5-dimethyl-phenyl)-N-hydroxy-acetamide (1.5 g, 4.73 mmol) in methanol (15 ml) at 0° C. was added concentrated sulfuric acid (1.26 ml, 2.3 g, 23.64 mmol) slowly dropwise and the reaction mixture was stirred at reflux for 40 hours. The mixture was poured on ice (50 g), neutralized carefully with a saturated aqueous sodium hydrogen carbonate solution and extracted with ethyl acetate (5×). The combined organic layers were washed with brine, ... Reactants: C1(=CC=C(C=C1)S(=O)(=O)O)C (p-toluenesulfonic acid), CC(CN1C(N(C(N(C1=O)CC(C)(C)C1=C(C=CC(=C1)CC)O)=O)CC(C)(C)C1=C(C=CC(=C1)CC)O)=O)(C1=C(C=CC(=C1)CC)O)C (1,3,5-Tris[2,2-dimethyl-2-(2-hydroxy-5-ethylphenyl)ethyl]-s-triazine-2,4,6-(1H,3H,5H)trione), CC(C)=C (Isobutylene). Run at temperature 90 celsius. Product: CC(CN1C(N(C(N(C1=O)CC(C)(C)C1=C(C(=CC(=C1)CC)C(C)(C)C)O)=O)CC(C)(C)C1=C(C(=CC(=C1)CC)C(C)(C)C)O)=O)(C1=C(C(=CC(=C1)CC)C(C)(C)C)O)C (1,3,5-Tris[2,2-dimethyl-2-(2-hydroxy-5-ethyl-3-t-butylphenyl)ethyl]-s-triazine-2,4,6-(1H,3H,5H)trione). As a reaction SMILES: [CH3:1][C:2]([CH3:48])([C:39]1[CH:44]=[C:43]([CH2:45][CH3:46])[CH:42]=[CH:41][C:40]=1[OH:47])[CH2:3][N:4]1[C:9](=[O:10])[N:8]([CH2:11][C:12]([C:15]2[CH:20]=[C:19]([CH2:21][CH3:22])[CH:18]=[CH:17][C:16]=2[OH:23])([CH3:14])[CH3:13])[C:7](=[O:24])[N:6]([CH2:25][C:26]([C:29]2[CH:34]=[C:33]([CH2:35][CH3:36])[CH:32]=[CH:31][C:30]=2[OH:37])([CH3:28])[CH3:27])[C:5]1=[O:38].[C:49]1([CH3:59])[CH:54]=CC(S(O)(=O)=O)=C[CH:50]=1.[CH3:60][C:61](=[CH2:63])[CH3:62]>C1(C)C=CC=CC=1.C(OCC)(=O)C>[CH3:14][C:12]([CH3:13])([C:15]1[CH:20]=[C:19]([CH2:21][CH3:22])[CH:18]=[C:17]([C:49]([CH3:50])([CH3:54])[CH3:59])[C:16]=1[OH:23])[CH2:11][N:8]1[C:7](=[O:24])[N:6]([CH2:25][C:26]([C:29]2[CH:34]=[C:33]([CH2:35][CH3:36])[CH:32]=[C:31]([C:61]([CH3:62])([CH3:60])[CH3:63])[C:30]=2[OH:37])([CH3:27])[CH3:28])[C:5](=[O:38])[N:4]([CH2:3][C:2]([C:39]2[CH:44]=[C:43]([CH2:45][CH3:46])[CH:42]=[C:41]([C:2]([CH3:39])([CH3:3])[CH3:1])[C:40]=2[OH:47])([CH3:1])[CH3:48])[C:9]1=[O:10]. Procedure: To a 100 ml 3-neck round bottom flask is charged 8.9 g product of Example 4 in 30 ml toluene. To this is added 0.8 g p-toluenesulfonic acid. Isobutylene is passed through the solution while warming to 90° C. When TLC shows the reaction to be complete, the contents are diluted with an equal volume to ethyl acetate and washed 2 times with 50 ml of 5% sodium bicarbonate. The organic layer is dried, and stirpped under vacuu. The residue is purified by dry column chromatography to give 3.3 g white so... The solvent is C(C)(=O)OCC (ethyl acetate), C1(=CC=CC=C1)C (toluene). Starting materials: CCCC[Mg+], COC(=O)c1ccc(C=O)cc1, [Cl-]. The product is CCCCC(O)c1ccc(C(=O)OC)cc1. Reaction SMILES: [CH2:14]([CH2:15][CH2:16][CH3:17])[Mg+:18].[CH3:1][O:2][C:3]([c:4]1[cH:5][cH:6][c:7]([CH:10]=[O:11])[cH:8][cH:9]1)=[O:12].[Cl-:13]>>[CH3:1][O:2][C:3]([c:4]1[cH:5][cH:6][c:7]([CH:10]([OH:11])[CH2:14][CH2:15][CH2:16][CH3:17])[cH:8][cH:9]1)=[O:12]. The reactants are C#Cc1cccc(Nc2ncnc3ccc([N+](=O)[O-])cc23)c1, O=CO, Cl, [Na+], [Na+], O=S([O-])S(=O)[O-]. The product is C#Cc1cccc(Nc2ncnc3ccc(N)cc23)c1. Reaction SMILES: [C:2](#[CH:3])[c:4]1[cH:5][c:6]([NH:10][c:11]2[n:12][cH:13][n:14][c:15]3[cH:16][cH:17][c:18]([N+:21]([O-:22])=[O:23])[cH:19][c:20]23)[cH:7][cH:8][cH:9]1.[CH:32]([OH:33])=[O:34].[ClH:1].[Na+:30].[Na+:31].[S:24]([S:25]([O-:26])=[O:27])([O-:28])=[O:29]>>[C:2](#[CH:3])[c:4]1[cH:5][c:6]([NH:10][c:11]2[n:12][cH:13][n:14][c:15]3[cH:16][cH:17][c:18]([NH2:21])[cH:19][c:20]23)[cH:7][cH:8][cH:9]1.